This data is from the Open Reaction Database (ORD), a public repository of structured organic reaction records. The task is: describe an organic reaction: reactants, conditions, products, and yield Starting materials: Cl.ClC1=C(C(=CC=C1)Cl)C1=CC(=CC=2C[C@@H](OC21)NC)F ((R)-[7-(2,6-Dichloro-phenyl)-5-fluoro-2,3-dihydro-benzofuran-2-yl]-methylamine hydrochloride), C(C)(C)N(CC)C(C)C (diisopropylethylamine), C(C)(=O)OC(C)=O (acetic anhydride). Solvent: C(Cl)Cl (methylene chloride), C(Cl)Cl (methylene chloride). Conditions: time 30 minute. Product: ClC1=C(C(=CC=C1)Cl)C1=CC(=CC=2C[C@@H](OC21)CNC(C)=O)F ((R)-N-[7-(2,6-Dichloro-phenyl)-5-fluoro-2,3-dihydro-benzofuran-2-ylmethyl]-acetamide). The yield is 86.7%. Reaction SMILES: Cl.[Cl:2][C:3]1[CH:8]=[CH:7][CH:6]=[C:5]([Cl:9])[C:4]=1[C:10]1[C:18]2[O:17][C@@H:16](NC)[CH2:15][C:14]=2[CH:13]=[C:12]([F:21])[CH:11]=1.[CH:22]([N:25]([CH:28](C)C)CC)(C)[CH3:23].C(OC(=O)C)(=[O:33])C>C(Cl)Cl>[Cl:9][C:5]1[CH:6]=[CH:7][CH:8]=[C:3]([Cl:2])[C:4]=1[C:10]1[C:18]2[O:17][C@@H:16]([CH2:28][NH:25][C:22](=[O:33])[CH3:23])[CH2:15][C:14]=2[CH:13]=[C:12]([F:21])[CH:11]=1 |f:0.1|. Procedure details: (R)-[7-(2,6-Dichloro-phenyl)-5-fluoro-2,3-dihydro-benzofuran-2-yl]-methylamine hydrochloride (0.050 g, 0.14 mmol) was suspended in 5.0 mL of methylene chloride and diisopropylethylamine (0.072 g, 0.56 mmol) and acetic anhydride (0.029 g, 0.28 mmol) added. The mixture was stirred at room temperature for 30 min, diluted to 100 mL with methylene chloride, washed with 50 mL portions of 2 N HCl (aqueous), saturated aqueous sodium bicarbonate and saturated brine. The solution was dried over sodium sul... Reactants: Cl.F[C@H]1CNCC1 ((R)-3-fluoropyrrolidine hydrochloride), BrC1=CC=C(C=O)C=C1 (4-bromobenzaldehyde). Yields the product BrC1=CC=C(CN2C[C@@H](CC2)F)C=C1 ((R)-1-(4-bromobenzyl)-3-fluoropyrrolidine). As a reaction SMILES: Cl.[F:2][C@@H:3]1[CH2:7][CH2:6][NH:5][CH2:4]1.[Br:8][C:9]1[CH:16]=[CH:15][C:12]([CH:13]=O)=[CH:11][CH:10]=1>>[Br:8][C:9]1[CH:16]=[CH:15][C:12]([CH2:13][N:5]2[CH2:6][CH2:7][C@@H:3]([F:2])[CH2:4]2)=[CH:11][CH:10]=1 |f:0.1|. Procedure: The title compound was synthesized according to the method of Example A105B, except substituting (R)-3-fluoropyrrolidine hydrochloride (576 mg, 4.59 mmol) and 4-bromobenzaldehyde (849 mg, 4.59 mmol) which gave 1.09 g, 91% of a clear, colourless oil; MS ESI [M+H]+ 258.0, calcd for [C11H13BrFN+H]+ 258.03.